From a dataset of the Open Reaction Database (ORD), a public repository of structured organic reaction records. describe an organic reaction: reactants, conditions, products, and yield Reactants: CCO[Si](Cl)(OCC)OCC, CCCCCCC, CC#N, FC(F)=C(F)Oc1cccc(Br)c1, [Mg], C1CCOC1. The product is CCO[Si](OCC)(OCC)c1cccc(OC(F)=C(F)F)c1. As a reaction SMILES: [CH2:20]([CH3:21])[O:22][Si:23]([Cl:24])([O:25][CH2:26][CH3:27])[O:28][CH2:29][CH3:30].[CH3:31][CH2:32][CH2:33][CH2:34][CH2:35][CH2:36][CH3:37].[CH3:38][C:39]#[N:40].[F:7][C:8](=[C:9]([F:10])[F:11])[O:12][c:13]1[cH:14][c:15]([Br:19])[cH:16][cH:17][cH:18]1.[Mg:1].[O:2]1[CH2:3][CH2:4][CH2:5][CH2:6]1>>[F:7][C:8](=[C:9]([F:10])[F:11])[O:12][c:13]1[cH:14][c:15]([Si:23]([O:22][CH2:20][CH3:21])([O:25][CH2:26][CH3:27])[O:28][CH2:29][CH3:30])[cH:16][cH:17][cH:18]1. The reactants are BrC=1C=CC=2N(C1)C(=NN2)SC=2C=C1C=C(C=NC1=CC2)N2CCOCC2 (4-(6-((6-bromo-[1,2,4]triazolo[4,3-a]pyridin-3-yl)thio)quinolin-3-yl)morpholine), N#N (N2), C(CCC)[Sn](C(=C)OCC)(CCCC)CCCC (Tributyl(1-ethoxyvinyl)stannane). Reagents/catalysts: Cl[Pd]([P](C1=CC=CC=C1)(C2=CC=CC=C2)C3=CC=CC=C3)([P](C4=CC=CC=C4)(C5=CC=CC=C5)C6=CC=CC=C6)Cl (PdCl2(PPh3)2). Run in O1CCOCC1 (1,4-dioxane). Conditions: temperature 120 celsius, time 2 hour. Product: C(C)OC(=C)C=1C=CC=2N(C1)C(=NN2)SC=2C=C1C=C(C=NC1=CC2)N2CCOCC2 (4-(6-((6-(1-ethoxyvinyl)-[1,2,4]triazolo[4,3-a]pyridin-3-yl)thio)quinolin-3-yl)morpholine). Reaction SMILES: Br[C:2]1[CH:3]=[CH:4][C:5]2[N:6]([C:8]([S:11][C:12]3[CH:13]=[C:14]4[C:19](=[CH:20][CH:21]=3)[N:18]=[CH:17][C:16]([N:22]3[CH2:27][CH2:26][O:25][CH2:24][CH2:23]3)=[CH:15]4)=[N:9][N:10]=2)[CH:7]=1.N#N.C([Sn](CCCC)(CCCC)[C:35]([O:37][CH2:38][CH3:39])=[CH2:36])CCC>O1CCOCC1.Cl[Pd](Cl)([P](C1C=CC=CC=1)(C1C=CC=CC=1)C1C=CC=CC=1)[P](C1C=CC=CC=1)(C1C=CC=CC=1)C1C=CC=CC=1>[CH2:38]([O:37][C:35]([C:2]1[CH:3]=[CH:4][C:5]2[N:6]([C:8]([S:11][C:12]3[CH:13]=[C:14]4[C:19](=[CH:20][CH:21]=3)[N:18]=[CH:17][C:16]([N:22]3[CH2:27][CH2:26][O:25][CH2:24][CH2:23]3)=[CH:15]4)=[N:9][N:10]=2)[CH:7]=1)=[CH2:36])[CH3:39] |^1:56,75|. Reported procedure: The solution of (77.1) (110 mg, 0.249 mmol) and PdCl2(PPh3)2 (17.45 mg, 0.025 mmol) in 1,4-dioxane (4 ml) was bubbled by N2 for 5 min. Tributyl(1-ethoxyvinyl)stannane (135 mg, 0.373 mmol) was added. The reaction tube was flushed by N2 for 5 min again and sealed. The sealed-tube was stirred at 120° C. for 2 h. The reaction was evaporated to dryness and the residue was directly used in the next step. LCMS (method A): [M+H]+=433.6, tR=2.54 min. Reaction SMILES: [CH2:27]1[O:28][CH2:29][CH2:30][O:31][CH2:32]1.[CH:19]12[C:20](=[O:26])[O:21][C:22](=[O:25])[CH:23]1[CH2:24]2.[NH2:1][c:2]1[n:3][cH:4][cH:5][c:6]([NH:8][C:9]([c:10]2[c:11]([Cl:17])[cH:12][cH:13][cH:14][c:15]2[Cl:16])=[O:18])[cH:7]1>>[N:1]1([c:2]2[n:3][cH:4][cH:5][c:6]([NH:8][C:9]([c:10]3[c:11]([Cl:17])[cH:12][cH:13][cH:14][c:15]3[Cl:16])=[O:18])[cH:7]2)[C:20](=[O:21])[CH:19]2[CH:23]([C:22]1=[O:25])[CH2:24]2. The product is O=C(Nc1ccnc(N2C(=O)C3CC3C2=O)c1)c1c(Cl)cccc1Cl. Reactants: C1COCCO1, O=C1OC(=O)C2CC12, Nc1cc(NC(=O)c2c(Cl)cccc2Cl)ccn1. Starting materials: C(C)(C)OC(C(=O)OCC)CC1=CC(=C(C=C1)OC)CNC(C1=CC=C(C=C1)B1OC(C(O1)(C)C)(C)C)=O (ethyl 2-isopropoxy-3-[4-methoxy-3-([4-(4,4,5,5-tetramethyl-1,3,2-dioxaborolane-2-yl)benzoyl]aminomethyl)phenyl]propanoate), BrC1=NC=CC=C1 (2-bromopyridine). Yields the product C(C)(C)OC(C(=O)O)CC1=CC(=C(C=C1)OC)CNC(C1=CC=C(C=C1)C1=NC=CC=C1)=O (2-isopropoxy-3-[4-methoxy-3-[([4-(2-pyridyl)benzoyl]amino)methyl]phenyl)propanoic acid). Reaction SMILES: [CH:1]([O:4][CH:5]([CH2:11][C:12]1[CH:17]=[CH:16][C:15]([O:18][CH3:19])=[C:14]([CH2:20][NH:21][C:22](=[O:38])[C:23]2[CH:28]=[CH:27][C:26](B3OC(C)(C)C(C)(C)O3)=[CH:25][CH:24]=2)[CH:13]=1)[C:6]([O:8]CC)=[O:7])([CH3:3])[CH3:2].Br[C:40]1[CH:45]=[CH:44][CH:43]=[CH:42][N:41]=1>>[CH:1]([O:4][CH:5]([CH2:11][C:12]1[CH:17]=[CH:16][C:15]([O:18][CH3:19])=[C:14]([CH2:20][NH:21][C:22](=[O:38])[C:23]2[CH:24]=[CH:25][C:26]([C:40]3[CH:45]=[CH:44][CH:43]=[CH:42][N:41]=3)=[CH:27][CH:28]=2)[CH:13]=1)[C:6]([OH:8])=[O:7])([CH3:3])[CH3:2]. Procedure: Using ethyl 2-isopropoxy-3-[4-methoxy-3-([4-(4,4,5,5-tetramethyl-1,3,2-dioxaborolane-2-yl)benzoyl]aminomethyl)phenyl]propanoate and 2-bromopyridine, 2-isopropoxy-3-[4-methoxy-3-[([4-(2-pyridyl)benzoyl]amino)methyl]phenyl)propanoic acid was obtained in the same method as in Example 285).